This data is from the Open Reaction Database (ORD), a public repository of structured organic reaction records. The task is: describe an organic reaction: reactants, conditions, products, and yield Starting materials: Cl, FC(F)(F)C1CCNCC1, CNc1cc(F)c(F)cc1[N+](=O)[O-], [K+], [K+], N, O=C([O-])[O-], CN(C)C=O. Yields the product CNc1cc(N2CCC(C(F)(F)F)CC2)c(F)cc1[N+](=O)[O-]. Reaction SMILES: [ClH:14].[F:15][C:16]([CH:17]1[CH2:18][CH2:19][NH:20][CH2:21][CH2:22]1)([F:23])[F:24].[F:1][c:2]1[cH:3][c:4]([N+:11](=[O:12])[O-:13])[c:5]([NH:6][CH3:7])[cH:8][c:9]1[F:10].[K+:25].[K+:26].[NH3:31].[O-:27][C:28]([O-:29])=[O:30].[O:32]=[CH:33][N:34]([CH3:35])[CH3:36]>>[F:1][c:2]1[cH:3][c:4]([N+:11](=[O:12])[O-:13])[c:5]([NH:6][CH3:7])[cH:8][c:9]1[N:20]1[CH2:19][CH2:18][CH:17]([C:16]([F:15])([F:23])[F:24])[CH2:22][CH2:21]1. The reactants are C(C)(C)N (isopropylamine), ClCS(=O)(=O)Br (chloromethanesulfonyl bromide). Solvent: ClCCl (dichloromethane). Conditions: temperature 25 celsius, time 16 hour. Yields the product C(C)(C)NS(=O)(=O)CCl (N-isopropyl chloromethanesulfonamide). As a reaction SMILES: [CH:1]([NH2:4])([CH3:3])[CH3:2].[Cl:5][CH2:6][S:7](Br)(=[O:9])=[O:8]>ClCCl>[CH:1]([NH:4][S:7]([CH2:6][Cl:5])(=[O:9])=[O:8])([CH3:3])[CH3:2]. Procedure: A 11.8 g (0.2 mol) sample of isopropylamine was added dropwise to a cooled (-60° C.) solution of 19.3 g (0.1 mol) chloromethanesulfonyl bromide in 200 ml dichloromethane. The reaction was then allowed to warm to about 25° C. and stirred about 16 hours. The reaction mixture was then filtered, washed with water, dried over magnesium sulfate and evaporated to give crude N-isopropyl chloromethanesulfonamide. Reactants: CS(=O)(=O)O, COC(=O)C(=O)c1ccc(O)cc1, CN(C)C=O, CC(=O)O, [H-], [Na+], OCCOc1ccc2ccncc2c1. Product: COC(=O)C(=O)c1ccc(OCCOc2ccc3ccncc3c2)cc1. Reaction SMILES: [CH3:16][S:17]([OH:18])(=[O:19])=[O:20].[CH3:1][O:2][C:3]([C:4]([c:5]1[cH:6][cH:7][c:8]([OH:11])[cH:9][cH:10]1)=[O:12])=[O:13].[CH3:35][N:36]([CH3:37])[CH:38]=[O:39].[CH3:40][C:41](=[O:42])[OH:43].[H-:14].[Na+:15].[cH:21]1[n:22][cH:23][cH:24][c:25]2[cH:26][cH:27][c:28]([O:31][CH2:32][CH2:33][OH:34])[cH:29][c:30]12>>[CH3:1][O:2][C:3]([C:4]([c:5]1[cH:6][cH:7][c:8]([O:11][CH2:33][CH2:32][O:31][c:28]2[cH:27][cH:26][c:25]3[cH:24][cH:23][n:22][cH:21][c:30]3[cH:29]2)[cH:9][cH:10]1)=[O:12])=[O:13].